From a dataset of the Open Reaction Database (ORD), a public repository of structured organic reaction records. describe an organic reaction: reactants, conditions, products, and yield Starting materials: CCCCP(CCCC)CCCC, Cc1ccccc1, O=C(N=NC(=O)N1CCCCC1)N1CCCCC1, Cn1c(CO)nc2ccc(Sc3ccccc3)nc21, O=C1SC(Cc2ccc(O)cc2)C(=O)N1C(c1ccccc1)(c1ccccc1)c1ccccc1. Product: Cn1c(COc2ccc(CC3SC(=O)N(C(c4ccccc4)(c4ccccc4)c4ccccc4)C3=O)cc2)nc2ccc(Sc3ccccc3)nc21. RXN SMILES: [CH2:54]([P:55]([CH2:56][CH2:57][CH2:58][CH3:59])[CH2:60][CH2:61][CH2:62][CH3:63])[CH2:64][CH2:65][CH3:66].[CH3:85][c:86]1[cH:87][cH:88][cH:89][cH:90][cH:91]1.[N:67]([C:68]([N:69]1[CH2:70][CH2:71][CH2:72][CH2:73][CH2:74]1)=[O:75])=[N:76][C:77]([N:78]1[CH2:79][CH2:80][CH2:81][CH2:82][CH2:83]1)=[O:84].[OH:1][CH2:2][c:3]1[n:4]([CH3:19])[c:5]2[n:6][c:7]([S:12][c:13]3[cH:14][cH:15][cH:16][cH:17][cH:18]3)[cH:8][cH:9][c:10]2[n:11]1.[OH:20][c:21]1[cH:22][cH:23][c:24]([CH2:25][CH:26]2[C:27](=[O:51])[N:28]([C:32]([c:33]3[cH:34][cH:35][cH:36][cH:37][cH:38]3)([c:39]3[cH:40][cH:41][cH:42][cH:43][cH:44]3)[c:45]3[cH:46][cH:47][cH:48][cH:49][cH:50]3)[C:29](=[O:31])[S:30]2)[cH:52][cH:53]1>>[O:1]([CH2:2][c:3]1[n:4]([CH3:19])[c:5]2[n:6][c:7]([S:12][c:13]3[cH:14][cH:15][cH:16][cH:17][cH:18]3)[cH:8][cH:9][c:10]2[n:11]1)[c:21]1[cH:22][cH:23][c:24]([CH2:25][CH:26]2[C:27](=[O:51])[N:28]([C:32]([c:33]3[cH:34][cH:35][cH:36][cH:37][cH:38]3)([c:39]3[cH:40][cH:41][cH:42][cH:43][cH:44]3)[c:45]3[cH:46][cH:47][cH:48][cH:49][cH:50]3)[C:29](=[O:31])[S:30]2)[cH:52][cH:53]1. Starting materials: S1N=C(C2=C1C=CC=C2)NCCCN(C(CC2N(CCC2)C(=O)OC(C)(C)C)=O)CC2=CC=C(C=C2)C2=CC=C(C=C2)OC (tert-Butyl 2-(2-((3-(benzo[d]isothiazol-3-ylamino)propyl)((4′-methoxybiphenyl-4-yl)methyl)amino)-2-oxoethyl)pyrrolidine-1-carboxylate), FC(C(=O)O)(F)F (trifluoroacetic acid). The solvent is C(Cl)Cl (methylene chloride), C(Cl)Cl (methylene chloride). Reaction conditions: temperature 0 celsius, time 3 hour. Yields the product S1N=C(C2=C1C=CC=C2)NCCCN(C(CC2NCCC2)=O)CC2=CC=C(C=C2)C2=CC=C(C=C2)OC (N-(3-(benzo[d]isothiazol-3-ylamino)propyl)-N-((4′-methoxybiphenyl-4-yl)methyl)-2-(pyrrolidin-2-yl) acetamide). Yield: 129.5%. RXN SMILES: [S:1]1[C:5]2[CH:6]=[CH:7][CH:8]=[CH:9][C:4]=2[C:3]([NH:10][CH2:11][CH2:12][CH2:13][N:14]([CH2:30][C:31]2[CH:36]=[CH:35][C:34]([C:37]3[CH:42]=[CH:41][C:40]([O:43][CH3:44])=[CH:39][CH:38]=3)=[CH:33][CH:32]=2)[C:15](=[O:29])[CH2:16][CH:17]2[CH2:21][CH2:20][CH2:19][N:18]2C(OC(C)(C)C)=O)=[N:2]1.FC(F)(F)C(O)=O>C(Cl)Cl>[S:1]1[C:5]2[CH:6]=[CH:7][CH:8]=[CH:9][C:4]=2[C:3]([NH:10][CH2:11][CH2:12][CH2:13][N:14]([CH2:30][C:31]2[CH:32]=[CH:33][C:34]([C:37]3[CH:42]=[CH:41][C:40]([O:43][CH3:44])=[CH:39][CH:38]=3)=[CH:35][CH:36]=2)[C:15](=[O:29])[CH2:16][CH:17]2[CH2:21][CH2:20][CH2:19][NH:18]2)=[N:2]1. Procedure details: tert-Butyl 2-(2-((3-(benzo[d]isothiazol-3-ylamino)propyl)((4′-methoxybiphenyl-4-yl)methyl)amino)-2-oxoethyl)pyrrolidine-1-carboxylate (20 mg, 0.033 mmol) was dissolved in methylene chloride (0.5 mL) and cooled in an ice-bath. A cooled solution of trifluoroacetic acid (1.0 mL) in methylene chloride (1.0 mL) was added to the mixture, dropwise. The reaction was allowed to stir for 3 h at 0° C. The solution was concentrated under reduced pressure to yield N-(3-(benzo[d]isothiazol-3-ylamino)propyl)-N... Reactants: Cc1ccc(C)c(C(C)S(=O)(=O)c2cccc[n+]2[O-])c1, ClC(Cl)Cl. Yields the product Cc1ccc(C)c(C(C)S(=O)(=O)c2ccccn2)c1. Reaction SMILES: [CH3:1][c:2]1[c:3]([CH:9]([CH3:10])[S:11](=[O:12])(=[O:13])[c:14]2[n+:15]([O-:20])[cH:16][cH:17][cH:18][cH:19]2)[cH:4][c:5]([CH3:8])[cH:6][cH:7]1.[CH:21]([Cl:22])([Cl:23])[Cl:24]>>[CH3:1][c:2]1[c:3]([CH:9]([CH3:10])[S:11](=[O:12])(=[O:13])[c:14]2[n:15][cH:16][cH:17][cH:18][cH:19]2)[cH:4][c:5]([CH3:8])[cH:6][cH:7]1. The reactants are C1(CCC1)C1=NN(C(=C1)NC(OC1=CC=CC=C1)=O)C1=CC=CC=C1 (phenyl 3-cyclobutyl-1-phenyl-1H-pyrazol-5-ylcarbamate), COC=1C=C2C(=NC=NC2=CC1OC)SC=1C=C(N)C=CC1 (3-(6,7-dimethoxyquinazolin-4-ylthio)aniline). Yields the product C1(CCC1)C1=NN(C(=C1)NC(=O)NC1=CC(=CC=C1)SC1=NC=NC2=CC(=C(C=C12)OC)OC)C1=CC=CC=C1 (1-(3-cyclobutyl-1-phenyl-1H-pyrazol-5-yl)-3-(3-(6,7-dimethoxyquinazolin-4-ylthio)phenyl)urea). As a reaction SMILES: [CH:1]1([C:5]2[CH:9]=[C:8]([NH:10][C:11](=[O:19])OC3C=CC=CC=3)[N:7]([C:20]3[CH:25]=[CH:24][CH:23]=[CH:22][CH:21]=3)[N:6]=2)[CH2:4][CH2:3][CH2:2]1.[CH3:26][O:27][C:28]1[CH:29]=[C:30]2[C:35](=[CH:36][C:37]=1[O:38][CH3:39])[N:34]=[CH:33][N:32]=[C:31]2[S:40][C:41]1[CH:42]=[C:43]([CH:45]=[CH:46][CH:47]=1)[NH2:44]>>[CH:1]1([C:5]2[CH:9]=[C:8]([NH:10][C:11]([NH:44][C:43]3[CH:45]=[CH:46][CH:47]=[C:41]([S:40][C:31]4[C:30]5[C:35](=[CH:36][C:37]([O:38][CH3:39])=[C:28]([O:27][CH3:26])[CH:29]=5)[N:34]=[CH:33][N:32]=4)[CH:42]=3)=[O:19])[N:7]([C:20]3[CH:21]=[CH:22][CH:23]=[CH:24][CH:25]=3)[N:6]=2)[CH2:2][CH2:3][CH2:4]1. Procedure: 1-(3-cyclobutyl-1-phenyl-1H-pyrazol-5-yl)-3-(3-(6,7-dimethoxyquinazolin-4-ylthio)phenyl)urea was prepared from phenyl 3-cyclobutyl-1-phenyl-1H-pyrazol-5-ylcarbamate and 3-(6,7-dimethoxyquinazolin-4-ylthio)aniline (prepared as described in Example 115B) according to the procedure given in Example 352B. 1H NMR (400 MHz, DMSO-d6) δ9.24 (s, 1H), 8.69 (s, 1H), 8.50 (s, 1H), 7.78 (s, 1H), 7.22-7.53 (m, 10H), 6.38 (m, 1H), 3.99 (s, 6H), 3.44 (m, 1H), 2.14-2.50 (m, 4H), 1.23-1.99 (m, 2H); LC-MS (ESI) m/... The reactants are C(C1=CC=CC=C1)N1CC(OCC1)CO (N-Benzyl-2-hydroxymethylmorpholine), C(C)O (ethanol), Cl (hydrogen chloride), ( 1 ), 1980. The product is Cl.OCC1CNCCO1 (2-hydroxymethylmorpholine hydrochloride). As a reaction SMILES: C([N:8]1[CH2:13][CH2:12][O:11][CH:10]([CH2:14][OH:15])[CH2:9]1)C1C=CC=CC=1.C(O)C.[ClH:19]>>[ClH:19].[OH:15][CH2:14][CH:10]1[O:11][CH2:12][CH2:13][NH:8][CH2:9]1 |f:3.4|. Procedure: N-Benzyl-2-hydroxymethylmorpholine prepared in the same manner as described in Synthetic Communication, Vol. 10 (1), pages 59-73, 1980 (1.3 g) is subjected to hydrogenolysis in hydrogen chloride-containing ethanol in the same manner as described in Reference Example 15 to give 2-hydroxymethylmorpholine hydrochloride (1.3 g). Conditions: temperature 50 celsius, time 1 hour. The yield is 97.0%. Procedure: To a solution of 3.80 g of 3-oxo-indan-1-carboxylic acid methyl ester (20.0 mmol, 1 equivalent) in 6 mL of toluene and 2 mL of acetonitrile was added 192 mg of zinc iodide (0.600 mmol, 0.03 equivalent) followed by 3.47 mL of trimethylsilyl cyanide (26.0 mmol, 1.3 equivalent). The reaction mixture was heated to 50° C. for 5 hours. The reaction mixture was then cooled to room temperature and diluted with 12 mL of toluene and 8 mL of a saturated aqueous sodium bicarbonate solution. After stirring t... The reagents and catalysts are [I-].[Zn+2].[I-] (zinc iodide). Product: COC(=O)C1CC(C2=CC=CC=C12)(O[Si](C)(C)C)C#N (3-cyano-3-trimethylsilanyloxy-indan-1-carboxylic acid methyl ester). Run in C1(=CC=CC=C1)C (toluene), C1(=CC=CC=C1)C (toluene), C([O-])(O)=O.[Na+] (sodium bicarbonate). As a reaction SMILES: [CH3:1][O:2][C:3]([CH:5]1[C:13]2[C:8](=[CH:9][CH:10]=[CH:11][CH:12]=2)[C:7](=[O:14])[CH2:6]1)=[O:4].[CH3:15][Si:16](C#N)([CH3:18])[CH3:17].[C:21](#[N:23])C>C1(C)C=CC=CC=1.C(=O)(O)[O-].[Na+].[I-].[Zn+2].[I-]>[CH3:1][O:2][C:3]([CH:5]1[C:13]2[C:8](=[CH:9][CH:10]=[CH:11][CH:12]=2)[C:7]([C:21]#[N:23])([O:14][Si:16]([CH3:18])([CH3:17])[CH3:15])[CH2:6]1)=[O:4] |f:4.5,6.7.8|. The reactants are COC(=O)C1CC(C2=CC=CC=C12)=O (3-oxo-indan-1-carboxylic acid methyl ester), C(C)#N (acetonitrile), C[Si](C)(C)C#N (trimethylsilyl cyanide).